The task is: describe an organic reaction: reactants, conditions, products, and yield. This data is from the Open Reaction Database (ORD), a public repository of structured organic reaction records. The reactants are O=[N+]([O-])c1ccc(CBr)cc1, c1ccc(P(c2ccccc2)c2ccccc2)cc1, c1ccccc1. Product: [Br-], O=[N+]([O-])c1ccc(C[PH3+])cc1. As a reaction SMILES: [N+:1](=[O:2])([O-:3])[c:4]1[cH:5][cH:6][c:7]([CH2:8][Br:9])[cH:10][cH:11]1.[c:12]1([P:18]([c:13]2[cH:14][cH:15][cH:16][cH:17][cH:19]2)[c:20]2[cH:21][cH:22][cH:23][cH:24][cH:25]2)[cH:26][cH:27][cH:28][cH:29][cH:30]1.[cH:31]1[cH:32][cH:33][cH:34][cH:35][cH:36]1>>[Br-:9].[N+:1](=[O:2])([O-:3])[c:4]1[cH:5][cH:6][c:7]([CH2:8][PH3+:18])[cH:10][cH:11]1.